Dataset: the Open Reaction Database (ORD), a public repository of structured organic reaction records. Task: describe an organic reaction: reactants, conditions, products, and yield Reactants: C(C)O (ethanol), C1CCC(CC1)N=C=NC2CCCCC2 (DCC), C(C)(C)(C)OC(=O)NCP(O)(=O)CNC(=O)OC(C)(C)C (Bis(N-tert-butoxycarbonylaminomethyl)phosphinic acid). Solvent: C1CCOC1 (THF), C1CCOC1 (THF). Conditions: time 1.5 hour. The product is C(C)(C)(C)OC(=O)NCP(OCC)(=O)CNC(=O)OC(C)(C)C (Ethyl bis(N-tert-butoxycarbonylaminomethyl)phosphinate). Yield: 34.2%. Reaction SMILES: [CH2:1]1CCC(N=C=NC2CCCCC2)C[CH2:2]1.[C:16]([O:20][C:21]([NH:23][CH2:24][P:25]([CH2:28][NH:29][C:30]([O:32][C:33]([CH3:36])([CH3:35])[CH3:34])=[O:31])(=[O:27])[OH:26])=[O:22])([CH3:19])([CH3:18])[CH3:17].C(O)C>C1COCC1>[C:16]([O:20][C:21]([NH:23][CH2:24][P:25]([CH2:28][NH:29][C:30]([O:32][C:33]([CH3:36])([CH3:35])[CH3:34])=[O:31])(=[O:26])[O:27][CH2:1][CH3:2])=[O:22])([CH3:19])([CH3:18])[CH3:17]. Reported procedure: DCC (190 mg, 0.92 mmol) in THF (4 ml) is added dropwise in the course of 4 minutes to a solution of the phosphinic acid 1 (270 mg, 0.83 mmol) in dry THF (4 ml) and abs. ethanol (0.30 ml, 5.15 mmol) which is boiling under reflux. After 1.5 hours (checking by TLC), the reaction solution is cooled to room temperature and filtered. The filter residue is washed with ether. The filtrate is extracted with water (2×20 ml). The organic phase is dried over Na2SO4 and concentrated under reduced pressure. A... Solvent: O1CCCC1 (tetrahydrofuran). Yields the product OC(CCCCN1C(=O)N(C=2N=CN(C2C1=O)CCCCC(C)(O)C)C)(C)C (1,7-Bis-(5-hydroxy-5-methylhexyl)-3-methylxanthine). Starting materials: CN1C(NC(C=2NC=NC12)=O)=O (3-methylxanthine), ClCCCCC(C)(C)O (1-chloro-5-hydroxy-5-methylhexane), O=C(CCCCN1C(=O)N(C=2N=CN(C2C1=O)CCCCC(C)=O)C)C (1,7-bis-(5-oxohexyl)-3-methylxanthine), C[Mg]Cl (methylmagnesium chloride), [Br-] (bromide). Reported procedure: The same compound was also obtained, inter alia, by a one-stage dialkylation of 3-methylxanthine with twice the molar amount of 1-chloro-5-hydroxy-5-methylhexane or by reaction of 1,7-bis-(5-oxohexyl)-3-methylxanthine with two equivalents of methylmagnesium chloride or bromide in anhydrous tetrahydrofuran. As a reaction SMILES: [CH3:1]N1C2N=CNC=2C(=O)NC1=O.Cl[CH2:14][CH2:15][CH2:16][CH2:17][C:18]([OH:21])([CH3:20])[CH3:19].O=C(C)CCCC[N:28]1[C:37](=[O:38])[C:36]2[N:35]([CH2:39][CH2:40][CH2:41][CH2:42][C:43](=[O:45])[CH3:44])[CH:34]=[N:33][C:32]=2[N:31]([CH3:46])[C:29]1=[O:30].C[Mg]Cl.[Br-]>O1CCCC1>[OH:21][C:18]([CH3:20])([CH3:19])[CH2:17][CH2:16][CH2:15][CH2:14][N:28]1[C:37](=[O:38])[C:36]2[N:35]([CH2:39][CH2:40][CH2:41][CH2:42][C:43]([CH3:44])([OH:45])[CH3:1])[CH:34]=[N:33][C:32]=2[N:31]([CH3:46])[C:29]1=[O:30].